This data is from the Open Reaction Database (ORD), a public repository of structured organic reaction records. The task is: describe an organic reaction: reactants, conditions, products, and yield Starting materials: N1C=NC2=C1C=CC(=C2)N (1H-Benzoimidazol-5-ylamine), ClC=1C(=C(C=O)C(=CC1)F)F (3-Chloro-2,6-difluorobenzaldehyde), solution, O([K])C#N (KOCN), Cl.N1=CC=CC=C1 (Pyridinehydrochloride), [N+](#[C-])C1CCCCC1 (Isocyano-cyclohexane). The solvent is CO (methanol), CO (MeOH). Reaction conditions: time 48 hour. The product is N1C=NC2=C1C=CC(=C2)N2C(NC(C2C2=C(C(=CC=C2F)Cl)F)=NC2CCCCC2)=O (1-(1H-Benzoimidazol-5-yl)-5-(3-chloro-2,6-difluoro-phenyl)-4-(cyclohexylimino)-imidazolidin-2-one). As a reaction SMILES: [NH:1]1[C:5]2[CH:6]=[CH:7][C:8]([NH2:10])=[CH:9][C:4]=2[N:3]=[CH:2]1.[Cl:11][C:12]1[C:13]([F:21])=[C:14]([C:17]([F:20])=[CH:18][CH:19]=1)[CH:15]=O.[O:22]([C:24]#[N:25])[K].Cl.N1C=CC=CC=1.[N+:33]([CH:35]1[CH2:40][CH2:39][CH2:38][CH2:37][CH2:36]1)#[C-:34]>CO>[NH:1]1[C:5]2[CH:6]=[CH:7][C:8]([N:10]3[CH:15]([C:14]4[C:17]([F:20])=[CH:18][CH:19]=[C:12]([Cl:11])[C:13]=4[F:21])[C:34](=[N:33][CH:35]4[CH2:40][CH2:39][CH2:38][CH2:37][CH2:36]4)[NH:25][C:24]3=[O:22])=[CH:9][C:4]=2[N:3]=[CH:2]1 |f:3.4|. Procedure: 1H-Benzoimidazol-5-ylamine (1 mmol) and 3-Chloro-2,6-difluorobenzaldehyde (1 mmol) were combined in methanol (2 ml, dry). After 2 hours 2 ml of a solution of KOCN (KSCN) (2 mmol) and Pyridinehydrochloride (2 mmol) in MeOH is added was added. Finally Isocyano-cyclohexane (1 mmol) is added. The reaction was stirred at room temperature for 48 h. After evaporation of the solvent the residue was purified with chromatographic methods. Reactants: C=C(C)CC1(c2ccccc2)CCN(C2CCCN(C(=O)OC(C)(C)C)C2)C(=O)O1, ClCCl, O=C(OO)c1cccc(Cl)c1. The product is CC(C)(C)OC(=O)N1CCCC(N2CCC(CC3(C)CO3)(c3ccccc3)OC2=O)C1. Reaction SMILES: [CH3:1][C:2]([CH2:3][C:4]1([c:24]2[cH:25][cH:26][cH:27][cH:28][cH:29]2)[CH2:5][CH2:6][N:7]([CH:11]2[CH2:12][N:13]([C:17](=[O:18])[O:19][C:20]([CH3:21])([CH3:22])[CH3:23])[CH2:14][CH2:15][CH2:16]2)[C:8](=[O:10])[O:9]1)=[CH2:30].[Cl:42][CH2:43][Cl:44].[OH:31][O:32][C:33]([c:34]1[cH:35][c:36]([Cl:37])[cH:38][cH:39][cH:40]1)=[O:41]>>[CH2:1]1[C:2]([CH2:3][C:4]2([c:24]3[cH:25][cH:26][cH:27][cH:28][cH:29]3)[CH2:5][CH2:6][N:7]([CH:11]3[CH2:12][N:13]([C:17](=[O:18])[O:19][C:20]([CH3:21])([CH3:22])[CH3:23])[CH2:14][CH2:15][CH2:16]3)[C:8](=[O:10])[O:9]2)([CH3:30])[O:31]1. The reactants are BrC=1C=CC=2N(C1)C(=CN2)C2=NC=CC=C2 (6-bromo-3-(2-pyridyl)imidazo[1,2-a]pyridine), mixture, CC1(OB(OC1(C)C)C=1C(=NN(C1)C(C1=CC=CC=C1)(C1=CC=CC=C1)C1=CC=CC=C1)C1=CC=C(C(=O)OC)C=C1)C (methyl 4-[4-(4,4,5,5-tetramethyl-1,3,2-dioxaborolan-2-yl)-1-trityl-1H-3-pyrazolyl]benzoate), CC1(OB(OC1(C)C)C=1C(=NN(C1)C(C1=CC=CC=C1)(C1=CC=CC=C1)C1=CC=CC=C1)C1=CC=C(C(=O)OCC)C=C1)C (ethyl 4-[4-(4,4,5,5-tetramethyl-1,3,2-dioxaborolan-2-yl)-1-trityl-1H-3-pyrazolyl]benzoate), mixture, N1=C(C=CC=C1)C1=CN=C2N1C=C(C=C2)C=2C(=NN(C2)C(C2=CC=CC=C2)(C2=CC=CC=C2)C2=CC=CC=C2)C2=CC=C(C(=O)OC)C=C2 (methyl 4-[4-(3-pyridin-2-ylimidazo[1,2-a]pyridin-6-yl)-1-trityl-1H-pyrazol-3-yl]-benzoate). Yields the product N1=C(C=CC=C1)C1=CN=C2N1C=C(C=C2)C=2C(=NN(C2)C(C2=CC=CC=C2)(C2=CC=CC=C2)C2=CC=CC=C2)C2=CC=C(C(=O)OCC)C=C2 (ethyl 4-[4-(3-pyridin-2-ylimidazo[1,2-a]-pyridin-6-yl)-1-trityl-1H-pyrazol-3-yl]benzoate). RXN SMILES: Br[C:2]1[CH:3]=[CH:4][C:5]2[N:6]([C:8]([C:11]3[CH:16]=[CH:15][CH:14]=[CH:13][N:12]=3)=[CH:9][N:10]=2)[CH:7]=1.CC1(C)C(C)(C)OB(C2C(C3C=CC(C(OC)=O)=CC=3)=NN(C(C3C=CC=CC=3)(C3C=CC=CC=3)C3C=CC=CC=3)C=2)O1.CC1(C)C(C)(C)OB([C:68]2[C:69]([C:92]3[CH:102]=[CH:101][C:95]([C:96]([O:98][CH2:99][CH3:100])=[O:97])=[CH:94][CH:93]=3)=[N:70][N:71]([C:73]([C:86]3[CH:91]=[CH:90][CH:89]=[CH:88][CH:87]=3)([C:80]3[CH:85]=[CH:84][CH:83]=[CH:82][CH:81]=3)[C:74]3[CH:79]=[CH:78][CH:77]=[CH:76][CH:75]=3)[CH:72]=2)O1.N1C=CC=CC=1C1N2C=C(C3C(C4C=CC(C(OC)=O)=CC=4)=NN(C(C4C=CC=CC=4)(C4C=CC=CC=4)C4C=CC=CC=4)C=3)C=CC2=NC=1>>[N:12]1[CH:13]=[CH:14][CH:15]=[CH:16][C:11]=1[C:8]1[N:6]2[CH:7]=[C:2]([C:68]3[C:69]([C:92]4[CH:93]=[CH:94][C:95]([C:96]([O:98][CH2:99][CH3:100])=[O:97])=[CH:101][CH:102]=4)=[N:70][N:71]([C:73]([C:80]4[CH:85]=[CH:84][CH:83]=[CH:82][CH:81]=4)([C:86]4[CH:91]=[CH:90][CH:89]=[CH:88][CH:87]=4)[C:74]4[CH:75]=[CH:76][CH:77]=[CH:78][CH:79]=4)[CH:72]=3)[CH:3]=[CH:4][C:5]2=[N:10][CH:9]=1. Reported procedure: 2 g 6-bromo-3-(2-pyridyl)imidazo[1,2-a]pyridine (compound in Production Example 63) and 5 g mixture of methyl 4-[4-(4,4,5,5-tetramethyl-1,3,2-dioxaborolan-2-yl)-1-trityl-1H-3-pyrazolyl]benzoate and ethyl 4-[4-(4,4,5,5-tetramethyl-1,3,2-dioxaborolan-2-yl)-1-trityl-1H-3-pyrazolyl]benzoate were reacted in the same manner as in Example 10, whereby 4.54 g mixture of methyl 4-[4-(3-pyridin-2-ylimidazo[1,2-a]pyridin-6-yl)-1-trityl-1H-pyrazol-3-yl]-benzoate and ethyl 4-[4-(3-pyridin-2-ylimidazo[1,2-a]-p... The reactants are N([C@@H](COCC1=CC=CC=C1)C(=O)N[C@@H]([C@H](OCC1=CC=CC=C1)C)C(=O)N[C@@H](CCCCNC(=O)CCC(=O)O)C(=O)OC)C(=O)OC(C)(C)C (Boc-Ser(Bzl)-Thr(Bzl)-Lys(CO-CH2CH2COOH)-OCH3), N([C@@H](CC(N)=O)C(=O)N[C@@H](CC(C)C)C(=O)NN)C(=O)OC(C)(C)C (Boc-Asn-Leu-NHNH2). Yields the product N([C@@H](CC(N)=O)C(=O)N[C@@H](CC(C)C)C(=O)N[C@@H](COCC1=CC=CC=C1)C(=O)N[C@@H]([C@H](OCC1=CC=CC=C1)C)C(=O)N[C@@H](CCCCNC(=O)CCC(=O)O)C(=O)OC)C(=O)OC(C)(C)C (Boc-Asn-Leu-Ser(Bzl)-Thr(Bzl)-Lys(COCH2CH2COOH)-OCH3). Yield: 71.4%. RXN SMILES: N(C(OC(C)(C)C)=O)[C@H:2]([C:12]([NH:14][C@H:15]([C:26]([NH:28][C@H:29]([C:42]([O:44][CH3:45])=[O:43])[CH2:30][CH2:31][CH2:32][CH2:33][NH:34][C:35]([CH2:37][CH2:38][C:39]([OH:41])=[O:40])=[O:36])=[O:27])[C@@H:16]([CH3:25])[O:17][CH2:18][C:19]1[CH:24]=[CH:23][CH:22]=[CH:21][CH:20]=1)=[O:13])[CH2:3][O:4][CH2:5][C:6]1[CH:11]=[CH:10][CH:9]=[CH:8][CH:7]=1.[NH:53]([C:71]([O:73][C:74]([CH3:77])([CH3:76])[CH3:75])=[O:72])[C@H:54]([C:59]([NH:61][C@H:62]([C:67]([NH:69]N)=[O:68])[CH2:63][CH:64]([CH3:66])[CH3:65])=[O:60])[CH2:55][C:56](=[O:58])[NH2:57]>>[NH:53]([C:71]([O:73][C:74]([CH3:77])([CH3:76])[CH3:75])=[O:72])[C@H:54]([C:59]([NH:61][C@H:62]([C:67]([NH:69][C@H:2]([C:12]([NH:14][C@H:15]([C:26]([NH:28][C@H:29]([C:42]([O:44][CH3:45])=[O:43])[CH2:30][CH2:31][CH2:32][CH2:33][NH:34][C:35]([CH2:37][CH2:38][C:39]([OH:41])=[O:40])=[O:36])=[O:27])[C@@H:16]([CH3:25])[O:17][CH2:18][C:19]1[CH:20]=[CH:21][CH:22]=[CH:23][CH:24]=1)=[O:13])[CH2:3][O:4][CH2:5][C:6]1[CH:11]=[CH:10][CH:9]=[CH:8][CH:7]=1)=[O:68])[CH2:63][CH:64]([CH3:66])[CH3:65])=[O:60])[CH2:55][C:56](=[O:58])[NH2:57]. Procedure: By using 3.60 g of Boc-Ser(Bzl)-Thr(Bzl)-Lys(CO-CH2CH2COOH)-OCH3 and 2.21 g of Boc-Asn-Leu-NHNH2, and the same procedure as in Reference Example 7 was repeated to obtain 3.37 g (yield: 71.4%) of the above-mentioned objective product.